This data is from the Open Reaction Database (ORD), a public repository of structured organic reaction records. The task is: describe an organic reaction: reactants, conditions, products, and yield RXN SMILES: [BH4-:31].[CH3:33][OH:34].[CH:19]1([N:25]2[CH2:26][CH2:27][NH:28][CH2:29][CH2:30]2)[CH2:20][CH2:21][CH2:22][CH2:23][CH2:24]1.[CH:1](=[O:2])[c:3]1[cH:4][cH:5][c:6]([O:7][c:8]2[n:9][cH:10][c:11]([C:12](=[O:13])[NH2:14])[cH:15][cH:16]2)[cH:17][cH:18]1.[Na+:32]>>[CH2:1]([c:3]1[cH:4][cH:5][c:6]([O:7][c:8]2[n:9][cH:10][c:11]([C:12](=[O:13])[NH2:14])[cH:15][cH:16]2)[cH:17][cH:18]1)[N:28]1[CH2:27][CH2:26][N:25]([CH:19]2[CH2:20][CH2:21][CH2:22][CH2:23][CH2:24]2)[CH2:30][CH2:29]1. Reactants: [BH4-], CO, C1CCC(N2CCNCC2)CC1, NC(=O)c1ccc(Oc2ccc(C=O)cc2)nc1, [Na+]. Product: NC(=O)c1ccc(Oc2ccc(CN3CCN(C4CCCCC4)CC3)cc2)nc1. Starting materials: C([O-])([O-])=O.[Li+].[Li+] (lithium carbonate), C[C@@H]1NCC[C@@]1(O)CCC ((2S,3S)-2-methyl-3-propylpyrrolidin-3-ol), FC1=CC(=C(C#N)C=C1)OC (4-fluoro-2-methoxybenzonitrile). The product is O[C@@]1([C@@H](N(CC1)C1=CC(=C(C#N)C=C1)OC)C)CCC (4-[(2S,3S)-3-hydroxy-2-methyl-3-propylpyrrolidin-1-yl]-2-methoxybenzonitrile), oil. The yield is 83.0%. RXN SMILES: [CH3:1][C@H:2]1[C@@:6]([CH2:8][CH2:9][CH3:10])([OH:7])[CH2:5][CH2:4][NH:3]1.F[C:12]1[CH:19]=[CH:18][C:15]([C:16]#[N:17])=[C:14]([O:20][CH3:21])[CH:13]=1.C(=O)([O-])[O-].[Li+].[Li+]>>[OH:7][C@@:6]1([CH2:8][CH2:9][CH3:10])[CH2:5][CH2:4][N:3]([C:12]2[CH:19]=[CH:18][C:15]([C:16]#[N:17])=[C:14]([O:20][CH3:21])[CH:13]=2)[C@H:2]1[CH3:1] |f:2.3.4|. Reported procedure: By an operation in the same manner as in Example 1 and using (2S,3S)-2-methyl-3-propylpyrrolidin-3-ol 0.5 oxalate (250 mg), 4-fluoro-2-methoxybenzonitrile (399 mg) and lithium carbonate (195 mg), the title compound was obtained as colorless oil (yield: 303 mg, yield: 83%). The reactants are BrCBr (dibromomethane), FC=1C(=C(C=CC1)C(C)=O)OC (1-(3-fluoro-2-methoxyphenyl)ethan-1-one), Cl (hydrochloric acid). Reagents/catalysts: [Pb](Cl)Cl (lead(II) chloride), [Zn] (zinc), [Ti](Cl)(Cl)(Cl)Cl (titanium(IV) chloride). Run in C1CCOC1 (THF), C1CCOC1 (THF), C(C)OCC (diethyl ether), ClCCl (dichloromethane). Reaction conditions: temperature 0 celsius, time 30 minute. The product is FC1=C(C(=CC=C1)C(C)=C)OC (2-fluoro-6-(1-methyleneethyl)anisole). Yield: 70.7%. Reaction SMILES: Br[CH2:2]Br.[F:4][C:5]1[C:6]([O:14][CH3:15])=[C:7]([C:11](=O)[CH3:12])[CH:8]=[CH:9][CH:10]=1.Cl>C1COCC1.ClCCl.C(OCC)C.[Zn].[Ti](Cl)(Cl)(Cl)Cl.[Pb](Cl)Cl>[F:4][C:5]1[CH:10]=[CH:9][CH:8]=[C:7]([C:11](=[CH2:2])[CH3:12])[C:6]=1[O:14][CH3:15]. Reported procedure: 41.8 g (639 mmol) of zinc dust and 874 mg (3.1 mmol) of lead(II) chloride are suspended in 557 ml of THF and at room temperature 39 ml (556 mmol) of dibromomethane are added. The mixture is stirred for a further 30 minutes and at 0° C. 68.8 ml (68.8 mmol) of a 1 M titanium(IV) chloride solution in dichloromethane are added dropwise. The cooling bath is removed and after 30 minutes at room temperature 13.6 g (80.8 mmol) of 1-(3-fluoro-2-methoxyphenyl)ethan-1-one (Chem. Commun. 2000, 14, 1323-4) i... Reactants: C#CC (propyne), ClC1=NC=CC(=N1)Cl (2,4-dichloro-pyrimidine). The reagents and catalysts are [Cu]I (CuI), Cl[Pd]([P](C1=CC=CC=C1)(C2=CC=CC=C2)C3=CC=CC=C3)([P](C4=CC=CC=C4)(C5=CC=CC=C5)C6=CC=CC=C6)Cl (Pd(PPh3)2Cl2). The solvent is CCN(CC)CC (Et3N). Run at time 12 hour. The product is C(#CC)C1=NC=CC=N1 (propynyl pyrimidine). Yield: 94.0%. RXN SMILES: [CH:1]#[C:2][CH3:3].Cl[C:5]1[N:10]=[C:9](Cl)[CH:8]=[CH:7][N:6]=1>[Cu]I.Cl[Pd](Cl)([P](C1C=CC=CC=1)(C1C=CC=CC=1)C1C=CC=CC=1)[P](C1C=CC=CC=1)(C1C=CC=CC=1)C1C=CC=CC=1.CCN(CC)CC>[C:1]([C:5]1[N:10]=[CH:9][CH:8]=[CH:7][N:6]=1)#[C:2][CH3:3] |^1:16,35|. Reported procedure: Using a high pressure tube, propyne (5 mL) was condensed in a mixture of 2,4-dichloro-pyrimidine (1.71 g, 11.47 mmol), CuI (228 mg, 1.20 mmol), Pd(PPh3)2Cl2 (0.57 mmol), and Et3N (50 mL) at −78° C. The mixture was slowly warmed up and stirred at room temperature for 12 h. After this period, the mixture was quenched with aqueous NH4Cl. The aqueous phase was thoroughly extracted with hexanes. The combined organic extracts were washed with brine, dried over anhydrous Na2SO4; and concentrated under ...